describe an organic reaction: reactants, conditions, products, and yield From a dataset of the Open Reaction Database (ORD), a public repository of structured organic reaction records. Starting materials: ClC=1C=C(C=CC1S(=O)(=O)C)\C(\C(=O)O)=N/OC1CCCC1 ((E)-(3-Chloro-4-methanesulfonyl-phenyl)-cyclopentyloxyimino-acetic acid), O-(7-Azabenzotriazole-1-yl)-N,N,N′N′-tetramethyluronium hexafluorophosphate, C(C)(C)N(C(C)C)CC (N,N-diisopropylethylamine), NC=1SC(=CN1)C(=O)N (2-amino-thiazole-5-carboxylic acid amide). Run in C(C)#N (acetonitrile). Reaction conditions: temperature 0 celsius, time 16 hour. Yields the product ClC=1C=C(C=CC1S(=O)(=O)C)\C(\C(=O)NC=1SC(=CN1)C(=O)N)=N/OC1CCCC1 ((E)-2-[2-(3-chloro-4-methanesulfonyl-phenyl)-2-cyclopentyloxyimino-acetylamino]-thiazole-5-carboxylic acid amide). The yield is 12.1%. RXN SMILES: [Cl:1][C:2]1[CH:3]=[C:4](/[C:12](=[N:16]\[O:17][CH:18]2[CH2:22][CH2:21][CH2:20][CH2:19]2)/[C:13]([OH:15])=O)[CH:5]=[CH:6][C:7]=1[S:8]([CH3:11])(=[O:10])=[O:9].C(N(CC)C(C)C)(C)C.[NH2:32][C:33]1[S:34][C:35]([C:38]([NH2:40])=[O:39])=[CH:36][N:37]=1>C(#N)C>[Cl:1][C:2]1[CH:3]=[C:4](/[C:12](=[N:16]\[O:17][CH:18]2[CH2:22][CH2:21][CH2:20][CH2:19]2)/[C:13]([NH:32][C:33]2[S:34][C:35]([C:38]([NH2:40])=[O:39])=[CH:36][N:37]=2)=[O:15])[CH:5]=[CH:6][C:7]=1[S:8]([CH3:11])(=[O:9])=[O:10]. Procedure: (E)-(3-Chloro-4-methanesulfonyl-phenyl)-cyclopentyloxyimino-acetic acid (prepared as in Example 1, 96 mg, 0.28 mmol), N,N-diisopropylethylamine (145 μL, 0.83 mmol) and 2-amino-thiazole-5-carboxylic acid amide (prepared as in Example 12, 48 mg, 0.34 mmol) were combined in acetonitrile (1.4 mL) and cooled to 0° C. O-(7-Azabenzotriazole-1-yl)-N,N,N′N′-tetramethyluronium hexafluorophosphate (106 mg, 0.28 mmol) was added and the cooling bath was removed. After stirring 16 h, the reaction mixture was ... The reactants are CC(=O)OC(C)=O, ClC(Cl)Cl, CCn1nc2c(N)nc3ccccc3c2c1CC1(O)CCNCC1. The product is CCn1nc2c(N)nc3ccccc3c2c1CC1(O)CCN(C(C)=O)CC1. RXN SMILES: [CH3:1][C:2](=[O:3])[O:4][C:5](=[O:6])[CH3:7].[CH:32]([Cl:33])([Cl:34])[Cl:35].[NH2:8][c:9]1[n:10][c:11]2[cH:12][cH:13][cH:14][cH:15][c:16]2[c:17]2[c:18]1[n:19][n:20]([CH2:30][CH3:31])[c:21]2[CH2:22][C:23]1([OH:29])[CH2:24][CH2:25][NH:26][CH2:27][CH2:28]1>>[CH3:1][C:2](=[O:3])[N:26]1[CH2:25][CH2:24][C:23]([CH2:22][c:21]2[c:17]3[c:16]4[c:11]([n:10][c:9]([NH2:8])[c:18]3[n:19][n:20]2[CH2:30][CH3:31])[cH:12][cH:13][cH:14][cH:15]4)([OH:29])[CH2:28][CH2:27]1.